Task: describe an organic reaction: reactants, conditions, products, and yield. Dataset: the Open Reaction Database (ORD), a public repository of structured organic reaction records Reactants: CCO, O=[N+]([O-])c1ccc(O)cc1F, [Pd]. Product: Nc1ccc(O)cc1F. Reaction SMILES: [CH3:12][CH2:13][OH:14].[N+:1]([O-:2])(=[O:3])[c:4]1[c:5]([F:11])[cH:6][c:7]([OH:10])[cH:8][cH:9]1.[Pd:15]>>[NH2:1][c:4]1[c:5]([F:11])[cH:6][c:7]([OH:10])[cH:8][cH:9]1. The reactants are NC=1C(=CC(=C2CCCN(C12)C)Br)C(=O)N[C@@H]1[C@H](CCCC1)O (8-amino-5-bromo-N-[(1S,2S)-2-hydroxycyclohexyl]-1-methyl-1,2,3,4-tetrahydroquinoline-7-carboxamide), C1(=CC=CC=C1)C (toluene). The solvent is CN(C)C(OC)OC (DMF-DMA). The product is BrC=1C=C2C(N(C=NC2=C2C1CCCN2C)[C@@H]2[C@H](CCCC2)O)=O (6-bromo-3-[(1S,2S)-2-hydroxycyclohexyl]-10-methyl-7,8,9,10-tetrahydropyrido[3,2-h]quinazolin-4(3H)-one). As a reaction SMILES: [NH2:1][C:2]1[C:3]([C:14]([NH:16][C@H:17]2[CH2:22][CH2:21][CH2:20][CH2:19][C@@H:18]2[OH:23])=[O:15])=[CH:4][C:5]([Br:13])=[C:6]2[C:11]=1[N:10]([CH3:12])[CH2:9][CH2:8][CH2:7]2.[C:24]1(C)C=CC=CC=1>CN(C(OC)OC)C>[Br:13][C:5]1[CH:4]=[C:3]2[C:2](=[C:11]3[N:10]([CH3:12])[CH2:9][CH2:8][CH2:7][C:6]=13)[N:1]=[CH:24][N:16]([C@H:17]1[CH2:22][CH2:21][CH2:20][CH2:19][C@@H:18]1[OH:23])[C:14]2=[O:15]. Reported procedure: A solution of 8-amino-5-bromo-N-[(1S,2S)-2-hydroxycyclohexyl]-1-methyl-1,2,3,4-tetrahydroquinoline-7-carboxamide (758 mg, 1.98 mmol) in toluene (6 mL) and DMF-DMA (5.3 mL) was heated in a sealed tube at 135° C. for 3 h. The resulting mixture was concentrated and purified by silica gel chromatography (0-4% MeOH/CH2Cl2) to afford 6-bromo-3-[(1S,2S)-2-hydroxycyclohexyl]-10-methyl-7,8,9,10-tetrahydropyrido[3,2-h]quinazolin-4(3H)-one in pure form. Starting materials: [BH3-]C#N, Cc1cc(C)c(CNC(=O)c2cc(-c3ccc(C=O)cc3)nc(N3CCCCC3)c2)c(=O)[nH]1, CNC, CC(=O)O, CO, [Na+]. The product is Cc1cc(C)c(CNC(=O)c2cc(-c3ccc(CN(C)C)cc3)nc(N3CCCCC3)c2)c(=O)[nH]1. As a reaction SMILES: [C:41]([BH3-:42])#[N:43].[CH3:1][c:2]1[c:3]([CH2:10][NH:11][C:12]([c:13]2[cH:14][c:15](-[c:25]3[cH:26][cH:27][c:28]([CH:31]=[O:32])[cH:29][cH:30]3)[n:16][c:17]([N:19]3[CH2:20][CH2:21][CH2:22][CH2:23][CH2:24]3)[cH:18]2)=[O:33])[c:4](=[O:9])[nH:5][c:6]([CH3:8])[cH:7]1.[CH3:34][NH:35][CH3:36].[CH3:37][C:38](=[O:39])[OH:40].[CH3:45][OH:46].[Na+:44]>>[CH3:1][c:2]1[c:3]([CH2:10][NH:11][C:12]([c:13]2[cH:14][c:15](-[c:25]3[cH:26][cH:27][c:28]([CH2:31][N:35]([CH3:34])[CH3:36])[cH:29][cH:30]3)[n:16][c:17]([N:19]3[CH2:20][CH2:21][CH2:22][CH2:23][CH2:24]3)[cH:18]2)=[O:33])[c:4](=[O:9])[nH:5][c:6]([CH3:8])[cH:7]1. The reactants are N12CCN(C(CC1)CC2)C2=NC=C(C=N2)N (2-(1,4-diaza-bicyclo[3.2.2]non-4-yl)-pyrimidin-5-ylamine), C(C1=CC=CC=C1)(=O)Cl (benzoylchloride), [N+](=O)([O-])C=1C=NC(=NC1)N1CCN2CCC1CC2 (4-(5-nitro-pyrimidin-2-yl)-1,4-diaza-bicyclo[3.2.2]nonane). Reagents/catalysts: [Pd] (palladium). Solvent: C(C)O (ethanol). Run at time 10 minute. Yields the product Cl.N12CCN(C(CC1)CC2)C2=NC=C(C=N2)NC(C2=CC=CC=C2)=O (N-[2-(1,4-Diaza-bicyclo[3.2.2]non-4-yl)-pyrimidin-5-yl]-benzamide hydrochloric acid salt). RXN SMILES: [N+:1]([C:4]1[CH:5]=[N:6][C:7]([N:10]2[CH:16]3[CH2:17][CH2:18][N:13]([CH2:14][CH2:15]3)[CH2:12][CH2:11]2)=[N:8][CH:9]=1)([O-])=O.N12CCC(CC1)N(C1N=CC(N)=CN=1)CC2.[C:35]([Cl:43])(=[O:42])[C:36]1[CH:41]=[CH:40][CH:39]=[CH:38][CH:37]=1>[Pd].C(O)C>[ClH:43].[N:13]12[CH2:18][CH2:17][CH:16]([CH2:15][CH2:14]1)[N:10]([C:7]1[N:6]=[CH:5][C:4]([NH:1][C:35](=[O:42])[C:36]3[CH:41]=[CH:40][CH:39]=[CH:38][CH:37]=3)=[CH:9][N:8]=1)[CH2:11][CH2:12]2 |f:5.6|. Procedure details: A mixture of 4-(5-nitro-pyrimidin-2-yl)-1,4-diaza-bicyclo[3.2.2]nonane (0.86 g, 2.9 mmol), palladium (0.25 g, 10% on activated carbon) and ethanol (50 ml) was stirred under hydrogen for 10 min (200 ml of hydrogen consumed). The rection-mixture of 2-(1,4-diaza-bicyclo[3.2.2]non-4-yl)-pyrimidin-5-ylamine was filtered through celite and was washed with ethanol (50 ml). The ethanolic solution of 2-(1,4-diaza-bicyclo[3.2.2]non-4-yl)-pyrimidin-5-ylamine was mixed with benzoylchloride 0.41 g, 2.90 mmol... Starting materials: OC(CC[C@H]1[C@H](CN(CC1)CC#CC=1SC=CC1)CC(=O)OC)C1=CC=NC2=CC=C(C=C12)OC (methyl (3R,4R)-4-[3-(R,S)-hydroxy-3-(6-methoxyquinolin-4-yl)propyl]-1-[3-(thien-2-yl)prop-2-ynyl]piperidine-3-acetate), [OH-].[Na+] (sodium hydroxide). Yields the product OC(CC[C@H]1[C@H](CN(CC1)CC#CC=1SC=CC1)CC(=O)O)C1=CC=NC2=CC=C(C=C12)OC ((3R,4R)-4-[3-(R,S)-hydroxy-3-(6-methoxyquinolin-4-yl)propyl]-1-[3-(thien-2-yl)prop-2-ynyl]piperidine-3-acetic acid). Procedure details: A solution of 3 g of methyl (3R,4R)-4-[3-(R,S)-hydroxy-3-(6-methoxyquinolin-4-yl)propyl]-1-[3-(thien-2-yl)prop-2-ynyl]piperidine-3-acetate in 50 cm3 of dioxane to which had been added 5 cm3 of 5N aqueous sodium hydroxide solution was heated for 17 hours, with stirring and under an inert atmosphere, at a temperature in the region of 60° C. After cooling to approximately 20° C., the mixture was concentrated under reduced pressure (5 kPa) at a temperature in the region of 40° C. and then the residu... Reaction SMILES: [OH:1][CH:2]([C:24]1[C:33]2[C:28](=[CH:29][CH:30]=[C:31]([O:34][CH3:35])[CH:32]=2)[N:27]=[CH:26][CH:25]=1)[CH2:3][CH2:4][C@@H:5]1[CH2:10][CH2:9][N:8]([CH2:11][C:12]#[C:13][C:14]2[S:15][CH:16]=[CH:17][CH:18]=2)[CH2:7][C@@H:6]1[CH2:19][C:20]([O:22]C)=[O:21].[OH-].[Na+]>O1CCOCC1.C(OCC)C>[OH:1][CH:2]([C:24]1[C:33]2[C:28](=[CH:29][CH:30]=[C:31]([O:34][CH3:35])[CH:32]=2)[N:27]=[CH:26][CH:25]=1)[CH2:3][CH2:4][C@@H:5]1[CH2:10][CH2:9][N:8]([CH2:11][C:12]#[C:13][C:14]2[S:15][CH:16]=[CH:17][CH:18]=2)[CH2:7][C@@H:6]1[CH2:19][C:20]([OH:22])=[O:21] |f:1.2|. The solvent is C(C)OCC (diethyl ether), O1CCOCC1 (dioxane). Run at temperature 60 celsius. Yield: 65.2%.